describe an organic reaction: reactants, conditions, products, and yield From a dataset of the Open Reaction Database (ORD), a public repository of structured organic reaction records. The reactants are BrC=1C=C(C(=O)C=2C=CC(=C(C=O)C2)[N+](=O)[O-])C=CC1 (5-(3-bromobenzoyl)-2-nitrobenzaldehyde), 58.9, C(C)(=O)[O-].[K+] (potassium acetate), Cl.C(C)NCC(=O)O (ethyl glycine monohydrochloride), [B-]C#N.[Na+] (sodium cyanotrihydroborate). Solvent: C(C)O (ethanol). Reaction conditions: time 0.5 hour. Product: 71, C(C)N(CC(=O)O)CC1=C(C=CC(=C1)C(C1=CC(=CC=C1)Br)=O)[N+](=O)[O-] (ethyl N-[[5-(3-bromobenzoyl)-2-nitrophenyl]methyl]glycine). The yield is 56.2%. Reaction SMILES: C([O-])(=O)C.[K+].Cl.[CH2:7]([NH:9][CH2:10][C:11]([OH:13])=[O:12])[CH3:8].[Br:14][C:15]1[CH:16]=[C:17]([CH:31]=[CH:32][CH:33]=1)[C:18]([C:20]1[CH:21]=[CH:22][C:23]([N+:28]([O-:30])=[O:29])=[C:24]([CH:27]=1)[CH:25]=O)=[O:19].[B-]C#N.[Na+]>C(O)C>[CH2:7]([N:9]([CH2:25][C:24]1[CH:27]=[C:20]([C:18](=[O:19])[C:17]2[CH:31]=[CH:32][CH:33]=[C:15]([Br:14])[CH:16]=2)[CH:21]=[CH:22][C:23]=1[N+:28]([O-:30])=[O:29])[CH2:10][C:11]([OH:13])=[O:12])[CH3:8] |f:0.1,2.3,5.6|. Reported procedure: To a stirred mixture of 58.9 parts of potassium acetate, 100.5 parts of ethyl glycine monohydrochloride and 790 parts of ethanol, there were added 100 parts of 5-(3-bromobenzoyl)-2-nitrobenzaldehyde (prepared following the procedure described in Example 9 or Example 14. After stirring for 1/2 hour, there were added portionwise 9.4 parts of sodium cyanotrihydroborate. Stirring was continued for 1/2 hour at room temperature. The reaction mixture was evaporated and the residue was partitioned betwe... The reactants are Fc1cc2ncccc2cc1Br, CC#N, CS(C)=O, O=C[O-], [Na+], c1ccc(P(c2ccccc2)(c2ccccc2)[Pd](P(c2ccccc2)(c2ccccc2)c2ccccc2)(P(c2ccccc2)(c2ccccc2)c2ccccc2)P(c2ccccc2)(c2ccccc2)c2ccccc2)cc1. Yields the product O=Cc1cc2cccnc2cc1F. Reaction SMILES: [Br:5][c:6]1[cH:7][c:8]2[cH:9][cH:10][cH:11][n:12][c:13]2[cH:14][c:15]1[F:16].[CH3:17][C:18]#[N:19].[CH3:20][S:21]([CH3:22])=[O:23].[CH:1](=[O:2])[O-:3].[Na+:4].[cH:24]1[cH:25][cH:26][c:27]([P:28]([Pd:29]([P:30]([c:31]2[cH:32][cH:33][cH:34][cH:35][cH:36]2)([c:37]2[cH:38][cH:39][cH:40][cH:41][cH:42]2)[c:43]2[cH:44][cH:45][cH:46][cH:47][cH:48]2)([P:49]([c:50]2[cH:51][cH:52][cH:53][cH:54][cH:55]2)([c:56]2[cH:57][cH:58][cH:59][cH:60][cH:61]2)[c:62]2[cH:63][cH:64][cH:65][cH:66][cH:67]2)[P:68]([c:69]2[cH:70][cH:71][cH:72][cH:73][cH:74]2)([c:75]2[cH:76][cH:77][cH:78][cH:79][cH:80]2)[c:81]2[cH:82][cH:83][cH:84][cH:85][cH:86]2)([c:87]2[cH:88][cH:89][cH:90][cH:91][cH:92]2)[c:93]2[cH:94][cH:95][cH:96][cH:97][cH:98]2)[cH:99][cH:100]1>>[CH:1](=[O:3])[c:6]1[cH:7][c:8]2[cH:9][cH:10][cH:11][n:12][c:13]2[cH:14][c:15]1[F:16].